From a dataset of the Open Reaction Database (ORD), a public repository of structured organic reaction records. describe an organic reaction: reactants, conditions, products, and yield Product: C(#N)C1=CC(=C(C=C(C(=O)OCC)C(C)=O)C=C1)OC (Ethyl 2-(4-cyano-2-methoxybenzylidene)-3-oxobutanoate). Procedure: 3 g (18.61 mmol) of 4-formyl-3-methoxybenzonitrile, 2.6 ml (20.47 mmol) of ethyl 3-oxobutanoate, 1.33 ml (23.26 mmol) of acetic acid and 0.18 ml (1.85 mmol) of piperidine are stirred in 70 ml of dry dichloromethane under reflux with a water trap for 24 h. After cooling, the reaction solution is washed successively with saturated sodium bicarbonate solution and saturated sodium chloride solution. The organic phase is dried over magnesium sulfate and concentrated. The residue is recrystallized fro... RXN SMILES: [CH:1]([C:3]1[CH:10]=[CH:9][C:6]([C:7]#[N:8])=[CH:5][C:4]=1[O:11][CH3:12])=O.[O:13]=[C:14]([CH3:21])[CH2:15][C:16]([O:18][CH2:19][CH3:20])=[O:17].C(O)(=O)C.N1CCCCC1>ClCCl>[C:7]([C:6]1[CH:9]=[CH:10][C:3]([CH:1]=[C:15]([C:14](=[O:13])[CH3:21])[C:16]([O:18][CH2:19][CH3:20])=[O:17])=[C:4]([O:11][CH3:12])[CH:5]=1)#[N:8]. The reactants are C(=O)C1=C(C=C(C#N)C=C1)OC (4-formyl-3-methoxybenzonitrile), O=C(CC(=O)OCC)C (ethyl 3-oxobutanoate), C(C)(=O)O (acetic acid), N1CCCCC1 (piperidine). Run in ClCCl (dichloromethane). The reactants are NC=1C(=C(C(=O)OC)C=CC1)O (methyl 3-amino-2-hydroxy-benzoate), C(C1=CC=CC=C1)(=O)Cl (benzoyl chloride), CN(C1=CC=CC=C1)C (dimethylaniline). Run in C1(=CC=CC=C1)C (toluene). The product is C(C1=CC=CC=C1)(=O)NC=1C(=C(C(=O)OC)C=CC1)O (Methyl 3-benzoylamino-2-hydroxy-benzoate). Reaction SMILES: [NH2:1][C:2]1[C:3]([OH:12])=[C:4]([CH:9]=[CH:10][CH:11]=1)[C:5]([O:7][CH3:8])=[O:6].[C:13](Cl)(=[O:20])[C:14]1[CH:19]=[CH:18][CH:17]=[CH:16][CH:15]=1.CN(C)C1C=CC=CC=1>C1(C)C=CC=CC=1>[C:13]([NH:1][C:2]1[C:3]([OH:12])=[C:4]([CH:9]=[CH:10][CH:11]=1)[C:5]([O:7][CH3:8])=[O:6])(=[O:20])[C:14]1[CH:19]=[CH:18][CH:17]=[CH:16][CH:15]=1. Procedure details: 20 mmol of methyl 3-amino-2-hydroxy-benzoate were stirred at room temperature in toluene with 20 mmol of benzoyl chloride for 4 hours with the addition of dimethylaniline, the mixture was concentrated and the residue was recrystallized from EtOH. M.p.: 105° C. Reactants: CCOCC, CCN(CC)CCC(NC(=O)C1(NC(=O)OC(C)(C)C)CCN(c2ncnc3[nH]ccc23)CC1)c1ccc(Cl)cc1, ClCCl, O=C(O)C(F)(F)F. Product: CCN(CC)CCC(NC(=O)C1(N)CCN(c2ncnc3[nH]ccc23)CC1)c1ccc(Cl)cc1. As a reaction SMILES: [CH3:49][CH2:50][O:51][CH2:52][CH3:53].[Cl:1][c:2]1[cH:3][cH:4][c:5]([CH:8]([CH2:9][CH2:10][N:11]([CH2:12][CH3:13])[CH2:14][CH3:15])[NH:16][C:17](=[O:18])[C:19]2([NH:34][C:35](=[O:36])[O:37][C:38]([CH3:39])([CH3:40])[CH3:41])[CH2:20][CH2:21][N:22]([c:25]3[c:26]4[c:27]([n:28][cH:29][n:30]3)[nH:31][cH:32][cH:33]4)[CH2:23][CH2:24]2)[cH:6][cH:7]1.[Cl:54][CH2:55][Cl:56].[F:42][C:43]([F:44])([F:45])[C:46]([OH:47])=[O:48]>>[Cl:1][c:2]1[cH:3][cH:4][c:5]([CH:8]([CH2:9][CH2:10][N:11]([CH2:12][CH3:13])[CH2:14][CH3:15])[NH:16][C:17](=[O:18])[C:19]2([NH2:34])[CH2:20][CH2:21][N:22]([c:25]3[c:26]4[c:27]([n:28][cH:29][n:30]3)[nH:31][cH:32][cH:33]4)[CH2:23][CH2:24]2)[cH:6][cH:7]1. Starting materials: C1CCOC1, CC#N, C[Si](C)(C)[N-][Si](C)(C)C, [K+], N#Cc1c(SCCc2ccccn2)nc(N)nc1-c1ccc(Br)o1. Product: N#CCc1ccc(-c2nc(N)nc(SCCc3ccccn3)c2C#N)o1. As a reaction SMILES: [CH2:38]1[O:39][CH2:40][CH2:41][CH2:42]1.[CH3:1][C:2]#[N:3].[CH3:4][Si:5]([N-:6][Si:7]([CH3:8])([CH3:9])[CH3:10])([CH3:11])[CH3:12].[K+:13].[NH2:14][c:15]1[n:16][c:17]([S:29][CH2:30][CH2:31][c:32]2[n:33][cH:34][cH:35][cH:36][cH:37]2)[c:18]([C:27]#[N:28])[c:19](-[c:21]2[o:22][c:23]([Br:26])[cH:24][cH:25]2)[n:20]1>>[CH2:1]([C:2]#[N:3])[c:23]1[o:22][c:21](-[c:19]2[c:18]([C:27]#[N:28])[c:17]([S:29][CH2:30][CH2:31][c:32]3[n:33][cH:34][cH:35][cH:36][cH:37]3)[n:16][c:15]([NH2:14])[n:20]2)[cH:25][cH:24]1. Starting materials: CC(C)c1noc(N2CCC(COS(C)(=O)=O)CC2)n1, CSc1ccc(-c2cnc(O)cn2)c(F)c1, [K+], [K+], O=C([O-])[O-], CN(C)C=O, O. Product: CSc1ccc(-c2cnc(OCC3CCN(c4nc(C(C)C)no4)CC3)cn2)c(F)c1. Reaction SMILES: [CH3:17][S:18]([O:19][CH2:22][CH:23]1[CH2:24][CH2:25][N:26]([c:29]2[n:30][c:31]([CH:34]([CH3:35])[CH3:36])[n:32][o:33]2)[CH2:27][CH2:28]1)(=[O:20])=[O:21].[F:1][c:2]1[c:3](-[c:10]2[n:11][cH:12][c:13]([OH:16])[n:14][cH:15]2)[cH:4][cH:5][c:6]([S:8][CH3:9])[cH:7]1.[K+:37].[K+:38].[O-:39][C:40]([O-:41])=[O:42].[O:44]=[CH:45][N:46]([CH3:47])[CH3:48].[OH2:43]>>[F:1][c:2]1[c:3](-[c:10]2[n:11][cH:12][c:13]([O:16][CH2:22][CH:23]3[CH2:24][CH2:25][N:26]([c:29]4[n:30][c:31]([CH:34]([CH3:35])[CH3:36])[n:32][o:33]4)[CH2:27][CH2:28]3)[n:14][cH:15]2)[cH:4][cH:5][c:6]([S:8][CH3:9])[cH:7]1. Reactants: C1CCOC1, CC(C)(C)[O-], CC(=O)Nc1ccc(O)cc1, CS(C)=O, O=[N+]([O-])c1cc(F)cc(F)c1, [K+], O. Yields the product CC(=O)Nc1ccc(Oc2cc(F)cc([N+](=O)[O-])c2)cc1. RXN SMILES: [CH2:18]1[O:19][CH2:20][CH2:21][CH2:22]1.[CH3:12][C:13]([CH3:14])([O-:15])[CH3:16].[CH3:1][C:2](=[O:3])[NH:4][c:5]1[cH:6][cH:7][c:8]([OH:9])[cH:10][cH:11]1.[CH3:34][S:35]([CH3:36])=[O:37].[F:23][c:24]1[cH:25][c:26]([F:33])[cH:27][c:28]([N+:30](=[O:31])[O-:32])[cH:29]1.[K+:17].[OH2:38]>>[CH3:1][C:2](=[O:3])[NH:4][c:5]1[cH:6][cH:7][c:8]([O:9][c:26]2[cH:25][c:24]([F:23])[cH:29][c:28]([N+:30](=[O:31])[O-:32])[cH:27]2)[cH:10][cH:11]1. The reactants are CNOC, CCN=C=NCCCN(C)C, CCN(C(C)C)C(C)C, Cc1ccc(C(=O)O)c(Cl)n1, ClCCl, Cl, On1nnc2ccccc21. The product is CON(C)C(=O)c1ccc(C)nc1Cl. Reaction SMILES: [CH3:13][NH:14][O:15][CH3:16].[CH3:17][CH2:18][N:19]=[C:20]=[N:21][CH2:22][CH2:23][CH2:24][N:25]([CH3:26])[CH3:27].[CH:38]([N:39]([CH2:40][CH3:41])[CH:42]([CH3:43])[CH3:44])([CH3:45])[CH3:46].[Cl:1][c:2]1[c:3]([C:4](=[O:5])[OH:6])[cH:7][cH:8][c:9]([CH3:11])[n:10]1.[Cl:47][CH2:48][Cl:49].[ClH:12].[OH:28][n:29]1[c:30]2[c:31]([cH:32][cH:33][cH:34][cH:35]2)[n:36][n:37]1>>[Cl:1][c:2]1[c:3]([C:4](=[O:5])[N:14]([CH3:13])[O:15][CH3:16])[cH:7][cH:8][c:9]([CH3:11])[n:10]1. Starting materials: [OH-].[Na+] (sodium hydroxide), OO (hydrogen peroxide), C12CCCC(CCC1)B2 (9-borabicyclo[3.3.1]nonane), FC(CNC(=O)C1(C2=CC=CC=C2C=2C=CC=CC12)CC=C)(F)F (9-allyl-9H-fluorene-9-carboxylic acid-(2,2,2-trifluoro-ethyl)-amide). Solvent: C1CCOC1 (THF), O (water). Reaction conditions: time 3 hour. The product is FC(CNC(=O)C1(C2=CC=CC=C2C=2C=CC=CC12)CCCO)(F)F (9-(3-hydroxy-propyl)-9H-fluorene-9-carboxylic acid-(2,2,2-trifluoro-ethyl)-amide). RXN SMILES: C12BC(CCC1)CCC2.[F:10][C:11]([F:33])([F:32])[CH2:12][NH:13][C:14]([C:16]1([CH2:29][CH:30]=[CH2:31])[C:28]2[CH:27]=[CH:26][CH:25]=[CH:24][C:23]=2[C:22]2[C:17]1=[CH:18][CH:19]=[CH:20][CH:21]=2)=[O:15].[OH-:34].[Na+].OO>C1COCC1.O>[F:10][C:11]([F:32])([F:33])[CH2:12][NH:13][C:14]([C:16]1([CH2:29][CH2:30][CH2:31][OH:34])[C:28]2[CH:27]=[CH:26][CH:25]=[CH:24][C:23]=2[C:22]2[C:17]1=[CH:18][CH:19]=[CH:20][CH:21]=2)=[O:15] |f:2.3|. Reported procedure: 12 ml of 9-borabicyclo[3.3.1]nonane are added dropwise to a solution of 1.5 g (4.52 mmol) of 9-allyl-9H-fluorene-9-carboxylic acid-(2,2,2-trifluoro-ethyl)-amide in 40 ml of THF under nitrogen. Then the mixture is stirred for three hours at ambient temperature. 6 ml of 1M sodium hydroxide solution and 4 ml of 33% hydrogen peroxide solution are then added successively and the resulting mixture is stirred for one hour. The reaction mixture is poured into water and extracted with ethyl acetate. The ... Starting materials: COC1=CC(=CC2=C1OC(C(N2)=O)C)C=O (8-Methoxy-2-methyl-3-oxo-3,4-dihydro-2H-benzo[b][1,4]oxazine-6-carbaldehyde), B(Br)(Br)Br (boron tribromide). Run in C(Cl)Cl (DCM). Reaction conditions: temperature -10 celsius, time 1 hour. Product: OC1=CC(=CC2=C1OC(C(N2)=O)C)C=O (8-Hydroxy-2-methyl-3-oxo-3,4-dihydro-2H-benzo[b][1,4]oxazine-6-carbaldehyde). Yield: 96.2%. Reaction SMILES: C[O:2][C:3]1[C:8]2[O:9][CH:10]([CH3:14])[C:11](=[O:13])[NH:12][C:7]=2[CH:6]=[C:5]([CH:15]=[O:16])[CH:4]=1.B(Br)(Br)Br>C(Cl)Cl>[OH:2][C:3]1[C:8]2[O:9][CH:10]([CH3:14])[C:11](=[O:13])[NH:12][C:7]=2[CH:6]=[C:5]([CH:15]=[O:16])[CH:4]=1. Procedure details: In a 20 mL scintillation vial was added 8-methoxy-2-methyl-3-oxo-3,4-dihydro-2H-benzo[b][1,4]oxazine-6-carbaldehyde 17 (111 mg, 0.502 mmol) and boron tribromide (2.0 mL, 2.000 mmol) in DCM (2.5 mL) and stirred at −10° C. for 1 h then slowly warmed to 23° C. and stirred overnight. The reaction was quenched with MeOH, taken up in EtOAc, washed with water and brine, dried over MgSO4, and concentrated in vacuo to give the title compound as a tan solid (100 mg, 0.483 mmol, 96% yield). 1H NMR (400 MHz...